This data is from the Open Reaction Database (ORD), a public repository of structured organic reaction records. The task is: describe an organic reaction: reactants, conditions, products, and yield Reactants: O=C1C=CCC1, COC(=O)CC(C)=O, CC(C)(C)O. Product: COC(=O)C(C(C)=O)C1CCC(=O)C1. As a reaction SMILES: [C:1]1(=[O:6])[CH:2]=[CH:3][CH2:4][CH2:5]1.[C:7]([CH2:8][C:9](=[O:10])[CH3:11])(=[O:12])[O:13][CH3:14].[CH3:15][C:16]([OH:17])([CH3:18])[CH3:19]>>[C:1]1(=[O:6])[CH2:2][CH:3]([CH:8]([C:7](=[O:12])[O:13][CH3:14])[C:9](=[O:10])[CH3:11])[CH2:4][CH2:5]1. Reactants: O=C1N(C(C2=CC=CC=C12)=O)CCN1C(C(=C(C2=NC=C(C=C12)CC1=CC=C(C=C1)F)O)C(=O)OCC)=O (ethyl 1-[2-(1,3-dioxo-1,3-dihydro-2H-isoindol-2-yl)ethyl]-7-[(4-fluorophenyl)methyl]-4-hydroxy-2-oxo-1,2-dihydro-1,5-naphthyridine-3-carboxylate), N1(CCOCC1)CCN (2-(4-morpholinyl)ethanamine), amine. Run in CCO (EtOH). Product: O=C1N(C(C2=CC=CC=C12)=O)CCN1C(C(=C(C2=NC=C(C=C12)CC1=CC=C(C=C1)F)O)C(=O)NCCN1CCOCC1)=O (1-[2-(1,3-dioxo-1,3-dihydro-2H-isoindol-2-yl)ethyl]-7-[(4-fluorophenyl)methyl]-4-hydroxy-N-[2-(4-morpholinyl)ethyl]-2-oxo-1,2-dihydro-1,5-naphthyridine-3-carboxamide). Reaction SMILES: [O:1]=[C:2]1[C:10]2[C:5](=[CH:6][CH:7]=[CH:8][CH:9]=2)[C:4](=[O:11])[N:3]1[CH2:12][CH2:13][N:14]1[C:23]2[C:18](=[N:19][CH:20]=[C:21]([CH2:24][C:25]3[CH:30]=[CH:29][C:28]([F:31])=[CH:27][CH:26]=3)[CH:22]=2)[C:17]([OH:32])=[C:16]([C:33](OCC)=[O:34])[C:15]1=[O:38].[N:39]1([CH2:45][CH2:46][NH2:47])[CH2:44][CH2:43][O:42][CH2:41][CH2:40]1>CCO>[O:1]=[C:2]1[C:10]2[C:5](=[CH:6][CH:7]=[CH:8][CH:9]=2)[C:4](=[O:11])[N:3]1[CH2:12][CH2:13][N:14]1[C:23]2[C:18](=[N:19][CH:20]=[C:21]([CH2:24][C:25]3[CH:26]=[CH:27][C:28]([F:31])=[CH:29][CH:30]=3)[CH:22]=2)[C:17]([OH:32])=[C:16]([C:33]([NH:47][CH2:46][CH2:45][N:39]2[CH2:44][CH2:43][O:42][CH2:41][CH2:40]2)=[O:34])[C:15]1=[O:38]. Procedure: A solution of ethyl 1-[2-(1,3-dioxo-1,3-dihydro-2H-isoindol-2-yl)ethyl]-7-[(4-fluorophenyl)methyl]-4-hydroxy-2-oxo-1,2-dihydro-1,5-naphthyridine-3-carboxylate (0.025 g, 0.049 mmol) in EtOH (1 mL) under nitrogen was treated with 2-(4-morpholinyl)ethanamine (0.008 mL, 0.061 mmol) for 30 min.@150° C. The reaction was further microwaved for 30 min.@150° C. after the addition of an additional equivalent (0.008 mL) of the amine, cooled to ambient temperature, and the resulting suspension was filtered,... Reactants: C1(=CC=C(C=C1)C1=CC=CC=C1)OCCN1C(C2=CC=CC=C2C1=O)=O (2-([biphen-4-yloxy]ethyl)isoindoline-1,3-dione), CN (methylarnine). Run in ClCCl (dichloromethane). The product is C1(=CC=C(C=C1)C1=CC=CC=C1)OCCN (2-(Biphen-4-yloxy)ethylamine). Yield: 53.8%. As a reaction SMILES: [C:1]1([O:13][CH2:14][CH2:15][N:16]2C(=O)C3C(=CC=CC=3)C2=O)[CH:6]=[CH:5][C:4]([C:7]2[CH:12]=[CH:11][CH:10]=[CH:9][CH:8]=2)=[CH:3][CH:2]=1.CN>ClCCl>[C:1]1([O:13][CH2:14][CH2:15][NH2:16])[CH:2]=[CH:3][C:4]([C:7]2[CH:12]=[CH:11][CH:10]=[CH:9][CH:8]=2)=[CH:5][CH:6]=1. Procedure: To a solution of 2-([biphen-4-yloxy]ethyl)isoindoline-1,3-dione (1.5 g, 4.4 mmol) in dichloromethane (30 ml) was added methylarnine (33% solution in ethanol, 50 ml) and the solution was heated to reflux under an atmosphere of nitrogen for 2 hours. The mixture was cooled to ambient temperature, and the solvent was evaporated under reduced pressure. The residue was purified by flash chromatography on silica gel (dichloromethane/methanol/aqueous ammonium solution 95:5:0 to 94:5:1 as eluent) to give... Starting materials: C(C1=CC=CC=C1)NC(=O)C1=C(N=C(S1)N1C(CCCC1)=O)C (N-benzyl-4-methyl-2-(2-oxopiperidin-1-yl)thiazole-5-carboxamide), BrCC1=CC=C(C=C1)F (1-(bromomethyl)-4-fluorobenzene). The product is C(C1=CC=CC=C1)NC(=O)C1=C(N=C(S1)N1C(C(CCC1)CC1=CC=C(C=C1)F)=O)C (N-benzyl-2-(3-(4-fluorobenzyl)-2-oxopiperidin-1-yl)-4-methylthiazole-5-carboxamide). The yield is 61.0%. As a reaction SMILES: [CH2:1]([NH:8][C:9]([C:11]1[S:15][C:14]([N:16]2[CH2:21][CH2:20][CH2:19][CH2:18][C:17]2=[O:22])=[N:13][C:12]=1[CH3:23])=[O:10])[C:2]1[CH:7]=[CH:6][CH:5]=[CH:4][CH:3]=1.Br[CH2:25][C:26]1[CH:31]=[CH:30][C:29]([F:32])=[CH:28][CH:27]=1>>[CH2:1]([NH:8][C:9]([C:11]1[S:15][C:14]([N:16]2[CH2:21][CH2:20][CH2:19][CH:18]([CH2:25][C:26]3[CH:31]=[CH:30][C:29]([F:32])=[CH:28][CH:27]=3)[C:17]2=[O:22])=[N:13][C:12]=1[CH3:23])=[O:10])[C:2]1[CH:7]=[CH:6][CH:5]=[CH:4][CH:3]=1. Reported procedure: Following the procedure as described in Example 2, making variation as required to use N-benzyl-4-methyl-2-(2-oxopiperidin-1-yl)thiazole-5-carboxamide in place of N-(4-fluorobenzyl)-4-methyl-2-(2-oxopyrrolidin-1-yl)thiazole-5-carboxamide to react with 1-(bromomethyl)-4-fluorobenzene in place of 1-(bromomethyl)-4-(trifluoromethyl)benzene, the title compound was obtained as a white solid in 61% yield: mp 154-155° C. (hexanes/ethyl acetate); 1H NMR (300 MHz, CDCl3) δ 7.34-7.21 (m, 5H), 7.12-7.07 (m... Reactants: CO, [Na+], [OH-], COC(=O)c1cncc(O)c1, COC(=O)c1cncc(OCCOc2ccc(-n3cnc4cc(C(=O)NCc5cccnc5)ccc43)cc2)c1. Yields the product O=C(O)c1cncc(OCCOc2ccc(-n3cnc4cc(C(=O)NCc5cccnc5)ccc43)cc2)c1. RXN SMILES: [CH3:53][OH:54].[Na+:2].[OH-:1].[OH:42][c:43]1[cH:44][n:45][cH:46][c:47]([C:49]([O:50][CH3:51])=[O:52])[cH:48]1.[n:3]1[cH:4][c:5]([CH2:9][NH:10][C:11](=[O:12])[c:13]2[cH:14][c:15]3[c:16]([n:17](-[c:20]4[cH:21][cH:22][c:23]([O:24][CH2:25][CH2:26][O:27][c:28]5[cH:29][n:30][cH:31][c:32]([C:33](=[O:34])[O:35][CH3:36])[cH:37]5)[cH:38][cH:39]4)[cH:18][n:19]3)[cH:40][cH:41]2)[cH:6][cH:7][cH:8]1>>[n:3]1[cH:4][c:5]([CH2:9][NH:10][C:11](=[O:12])[c:13]2[cH:14][c:15]3[c:16]([n:17](-[c:20]4[cH:21][cH:22][c:23]([O:24][CH2:25][CH2:26][O:27][c:28]5[cH:29][n:30][cH:31][c:32]([C:33](=[O:34])[OH:35])[cH:37]5)[cH:38][cH:39]4)[cH:18][n:19]3)[cH:40][cH:41]2)[cH:6][cH:7][cH:8]1. The reactants are COc1ccc(OC)c(CCC(=O)OC(C)(C)C)c1CCC(=O)OC(C)(C)C, CC(C)(C)O, CC(=O)O, Cc1ccccc1, [H-], [Na+], O. The product is COc1ccc(OC)c2c1CCC(=O)CC2. As a reaction SMILES: [C:1]([O:2][C:3](=[O:4])[CH2:7][CH2:8][c:9]1[c:10]([CH2:19][CH2:20][C:21]([O:23][C:5]([CH3:6])([CH3:22])[CH3:24])=[O:25])[c:11]([O:17][CH3:18])[cH:12][cH:13][c:14]1[O:15][CH3:16])([CH3:26])([CH3:27])[CH3:28].[C:43]([OH:44])([CH3:45])([CH3:46])[CH3:47].[CH3:31][C:32](=[O:33])[OH:34].[CH3:36][c:37]1[cH:38][cH:39][cH:40][cH:41][cH:42]1.[H-:29].[Na+:30].[OH2:35]>>[CH2:7]1[CH2:8][c:9]2[c:10]([c:11]([O:17][CH3:18])[cH:12][cH:13][c:14]2[O:15][CH3:16])[CH2:19][CH2:20][C:21]1=[O:23]. Starting materials: CSc1sc(C#N)cc1-c1nc(-c2ccccc2)cs1, CCO, NN, O. Product: CSc1sc(C(=N)NN)cc1-c1nc(-c2ccccc2)cs1. Reaction SMILES: [CH3:1][S:2][c:3]1[c:4](-[c:10]2[s:11][cH:12][c:13](-[c:15]3[cH:16][cH:17][cH:18][cH:19][cH:20]3)[n:14]2)[cH:5][c:6]([C:8]#[N:9])[s:7]1.[CH3:24][CH2:25][OH:26].[NH2:22][NH2:23].[OH2:21]>>[CH3:1][S:2][c:3]1[c:4](-[c:10]2[s:11][cH:12][c:13](-[c:15]3[cH:16][cH:17][cH:18][cH:19][cH:20]3)[n:14]2)[cH:5][c:6]([C:8](=[NH:9])[NH:22][NH2:23])[s:7]1. Starting materials: CI, Cc1ccccc1-c1cccc(C=CC(=O)Nc2ccc(CN3CCCCC3)cc2)c1, CN(C)C=O. Product: [I-], Cc1ccccc1-c1cccc(C=CC(=O)Nc2ccc(C[N+]3(C)CCCCC3)cc2)c1. RXN SMILES: [CH3:32][I:33].[N:1]1([CH2:7][c:8]2[cH:9][cH:10][c:11]([NH:14][C:15]([CH:16]=[CH:17][c:18]3[cH:19][c:20](-[c:24]4[c:25]([CH3:30])[cH:26][cH:27][cH:28][cH:29]4)[cH:21][cH:22][cH:23]3)=[O:31])[cH:12][cH:13]2)[CH2:2][CH2:3][CH2:4][CH2:5][CH2:6]1.[O:34]=[CH:35][N:36]([CH3:37])[CH3:38]>>[I-:33].[N+:1]1([CH2:7][c:8]2[cH:9][cH:10][c:11]([NH:14][C:15]([CH:16]=[CH:17][c:18]3[cH:19][c:20](-[c:24]4[c:25]([CH3:30])[cH:26][cH:27][cH:28][cH:29]4)[cH:21][cH:22][cH:23]3)=[O:31])[cH:12][cH:13]2)([CH3:32])[CH2:2][CH2:3][CH2:4][CH2:5][CH2:6]1. The reactants are O=C1CCC(=O)N1Br, Cc1cnc(Sc2ccc([N+](=O)[O-])cc2)c(C#N)c1, O=C(OOC(=O)c1ccccc1)c1ccccc1, c1ccccc1. Yields the product N#Cc1cc(CBr)cnc1Sc1ccc([N+](=O)[O-])cc1. As a reaction SMILES: [Br:20][N:21]1[C:22](=[O:23])[CH2:24][CH2:25][C:26]1=[O:27].[C:1](#[N:2])[c:3]1[c:4]([S:10][c:11]2[cH:12][cH:13][c:14]([N+:17](=[O:18])[O-:19])[cH:15][cH:16]2)[n:5][cH:6][c:7]([CH3:9])[cH:8]1.[C:28]([O:29][O:30][C:31](=[O:32])[c:33]1[cH:34][cH:35][cH:36][cH:37][cH:38]1)(=[O:39])[c:40]1[cH:41][cH:42][cH:43][cH:44][cH:45]1.[cH:46]1[cH:47][cH:48][cH:49][cH:50][cH:51]1>>[C:1](#[N:2])[c:3]1[c:4]([S:10][c:11]2[cH:12][cH:13][c:14]([N+:17](=[O:18])[O-:19])[cH:15][cH:16]2)[n:5][cH:6][c:7]([CH2:9][Br:20])[cH:8]1.